From a dataset of the Open Reaction Database (ORD), a public repository of structured organic reaction records. describe an organic reaction: reactants, conditions, products, and yield Starting materials: O=C1OCCC2=CC(=CC=C12)CC=O ((1-Oxo-3,4-dihydro-1H-isochromen-6-yl)acetaldehyde), C([O-])(O)=O.[Na+] (sodium bicarbonate), C(=O)(OC(C)(C)C)N1CCNCC1 (1-Boc-piperazine), C(C)(=O)O[BH-](OC(C)=O)OC(C)=O.[Na+] (sodium triacetoxyborohydride). The solvent is C(Cl)Cl (DCM). Conditions: time 8 hour. Product: C(C)(C)(C)OC(=O)N1CCN(CC1)CCC=1C=C2CCOC(C2=CC1)=O (tert-butyl-4-[2-(1-oxo-3,4-dihydro-1H-isochromen-6-yl)ethyl]piperazine-1-carboxylate). Reaction SMILES: [O:1]=[C:2]1[C:11]2[C:6](=[CH:7][C:8]([CH2:12][CH:13]=O)=[CH:9][CH:10]=2)[CH2:5][CH2:4][O:3]1.[C:15]([N:22]1[CH2:27][CH2:26][NH:25][CH2:24][CH2:23]1)([O:17][C:18]([CH3:21])([CH3:20])[CH3:19])=[O:16].C(O[BH-](OC(=O)C)OC(=O)C)(=O)C.[Na+].C(=O)(O)[O-].[Na+]>C(Cl)Cl>[C:18]([O:17][C:15]([N:22]1[CH2:27][CH2:26][N:25]([CH2:13][CH2:12][C:8]2[CH:7]=[C:6]3[C:11](=[CH:10][CH:9]=2)[C:2](=[O:1])[O:3][CH2:4][CH2:5]3)[CH2:24][CH2:23]1)=[O:16])([CH3:21])([CH3:19])[CH3:20] |f:2.3,4.5|. Procedure details: (1-Oxo-3,4-dihydro-1H-isochromen-6-yl)acetaldehyde (2.40 g, 12.6 mmol) was combined with 1-Boc-piperazine (3.53 g, 18.9 mmol) and sodium triacetoxyborohydride (13.4 g, 63.1 mmol) in DCM (90 mL). The reaction mixture was stirred at room temperature overnight. Saturated sodium bicarbonate solution was added and the layers were separated. The organic layer was washed with brine, then dried over MgSO4. The crude product was purified first by MPLC (silica), eluting with 3% of a 10% NH4OH/methanol sol... The reactants are Cc1ccc(-c2c(CN(C(=O)[O-])C(C)(C)C)n(CC(C)C)c(=O)c3ccc(OCC(N)=O)cc23)cc1, CCOC(C)=O, Cl. Yields the product Cl, Cc1ccc(-c2c(CN)n(CC(C)C)c(=O)c3ccc(OCC(N)=O)cc23)cc1. Reaction SMILES: [C:1]([N:5]([C:2](=[O:3])[O-:4])[CH2:9][c:10]1[n:11]([CH2:33][CH:34]([CH3:35])[CH3:36])[c:12](=[O:32])[c:13]2[cH:14][cH:15][c:16]([O:27][CH2:28][C:29](=[O:30])[NH2:31])[cH:17][c:18]2[c:19]1-[c:20]1[cH:21][cH:22][c:23]([CH3:26])[cH:24][cH:25]1)([CH3:6])([CH3:7])[CH3:8].[CH3:38][CH2:39][O:40][C:41](=[O:42])[CH3:43].[ClH:37]>>[ClH:37].[NH2:5][CH2:9][c:10]1[n:11]([CH2:33][CH:34]([CH3:35])[CH3:36])[c:12](=[O:32])[c:13]2[cH:14][cH:15][c:16]([O:27][CH2:28][C:29](=[O:30])[NH2:31])[cH:17][c:18]2[c:19]1-[c:20]1[cH:21][cH:22][c:23]([CH3:26])[cH:24][cH:25]1. The reactants are COC1=CC=C(C(C2=CC=C(C=C2)OC)(C2=CC=CC=C2)OC[C@@]2([C@H](C[C@@H](O2)N2C(=O)NC(=O)C(C)=C2)O[SiH2]C(C(C)C)(C)C)C=CCCCCCOS(=O)(=O)C)C=C1 (5'-O-(4,4'-dimethoxytrityl)-3'-O-[(dimethyl-1,1-dimethylethyl)silyl]-4'-(7-methanesulfonyloxy-1-hepten-1-yl)-thymidine), [N-]=[N+]=[N-].[Na+] (sodium azide), C1=CC=CC=C1 (benzene). Reagents/catalysts: [I-].C(CCC)[N+](CCCC)(CCCC)CCCC (tetrabutyl ammonium iodide). Solvent: C(C)(=O)OCC.CCCCCC (ethyl acetate hexane). Product: COC1=CC=C(C(C2=CC=C(C=C2)OC)(C2=CC=CC=C2)OC[C@@]2([C@H](C[C@@H](O2)N2C(=O)NC(=O)C(C)=C2)O[SiH2]C(C(C)C)(C)C)C=CCCCCCN=[N+]=[N-])C=C1 (5'-O-(4,4'-dimethoxytrityl)-3'-O-[(dimethyl-1,1-dimethylethyl)silyl]-4'-(7-azido-1-hepten-1-yl)-thymidine). Isolated yield 96.5%. Reaction SMILES: [CH3:1][O:2][C:3]1[CH:59]=[CH:58][C:6]([C:7]([O:22][CH2:23][C@@:24]2([CH:46]=[CH:47][CH2:48][CH2:49][CH2:50][CH2:51][CH2:52]OS(C)(=O)=O)[O:28][C@@H:27]([N:29]3[CH:37]=[C:35]([CH3:36])[C:33](=[O:34])[NH:32][C:30]3=[O:31])[CH2:26][C@@H:25]2[O:38][SiH2:39][C:40]([CH3:45])([CH3:44])[CH:41]([CH3:43])[CH3:42])([C:16]2[CH:21]=[CH:20][CH:19]=[CH:18][CH:17]=2)[C:8]2[CH:13]=[CH:12][C:11]([O:14][CH3:15])=[CH:10][CH:9]=2)=[CH:5][CH:4]=1.[N-:60]=[N+:61]=[N-:62].[Na+].C1C=CC=CC=1>[I-].C([N+](CCCC)(CCCC)CCCC)CCC.C(OCC)(=O)C.CCCCCC>[CH3:15][O:14][C:11]1[CH:10]=[CH:9][C:8]([C:7]([O:22][CH2:23][C@@:24]2([CH:46]=[CH:47][CH2:48][CH2:49][CH2:50][CH2:51][CH2:52][N:60]=[N+:61]=[N-:62])[O:28][C@@H:27]([N:29]3[CH:37]=[C:35]([CH3:36])[C:33](=[O:34])[NH:32][C:30]3=[O:31])[CH2:26][C@@H:25]2[O:38][SiH2:39][C:40]([CH3:45])([CH3:44])[CH:41]([CH3:43])[CH3:42])([C:16]2[CH:21]=[CH:20][CH:19]=[CH:18][CH:17]=2)[C:6]2[CH:5]=[CH:4][C:3]([O:2][CH3:1])=[CH:59][CH:58]=2)=[CH:13][CH:12]=1 |f:1.2,4.5,6.7|. Procedure details: 5'-O-(4,4'-dimethoxytrityl)-3'-O-[(dimethyl-1,1-dimethylethyl)silyl]-4'-(7-methanesulfonyloxy-1-hepten-1-yl)-thymidine (219 mg, 0.25 mmole), sodium azide (100 mg, 1.5 mmole) and tetrabutyl ammonium iodide (10 mg, 0.025 mmole) were placed in a dry flask under nitrogen and benzene (5 mL) was added. The mixture was heated under reflux for 14 hours, poured onto ice (15 mL) and extracted four times with dichloromethane (30 mL each). The combined organic extracts were washed with brine (20 mL), dried ... The reactants are C(C)(=O)O[C@@H]1[C@@H](SC2=CC=C(C=C2)C)O[C@H]([C@H]([C@H]1OC(C)=O)OC(C)=O)C (p-Methylphenyl 2,3,4-Tri-O-acetyl-1-thio-β-L-fucopyranoside), C[O-].[Na+].CO (NaOMe MeOH), [H-].[Na+] (NaH), C1=CC=C(C=C1)CBr (BnBr). The solvent is O (water), CCCCCC (hexane), CN(C)C=O (DMF). Run at time 10 minute. Yields the product C(C1=CC=CC=C1)O[C@@H]1[C@@H](SC2=CC=C(C=C2)C)O[C@H]([C@H]([C@H]1OCC1=CC=CC=C1)OCC1=CC=CC=C1)C (p-Methylphenyl 2,3,4-Tri-O-benzyl-1-thio-β-L-fucopyranoside). Yield: 152.4%. Reaction SMILES: [C:1]([O:4][C@H:5]1[C@H:18]([O:19][C:20](=O)[CH3:21])[C@H:17]([O:23][C:24](=O)[CH3:25])[C@H:16]([CH3:27])[O:15][C@@H:6]1[S:7][C:8]1[CH:13]=[CH:12][C:11]([CH3:14])=[CH:10][CH:9]=1)(=O)[CH3:2].C[O-].[Na+].CO.[H-].[Na+].[CH:35]1[CH:40]=[CH:39][C:38]([CH2:41]Br)=CC=1>CN(C=O)C.O.CCCCCC>[CH2:1]([O:4][C@H:5]1[C@H:18]([O:19][CH2:20][C:21]2[CH:5]=[CH:18][CH:17]=[CH:16][CH:27]=2)[C@H:17]([O:23][CH2:24][C:25]2[CH:41]=[CH:38][CH:39]=[CH:40][CH:35]=2)[C@H:16]([CH3:27])[O:15][C@@H:6]1[S:7][C:8]1[CH:9]=[CH:10][C:11]([CH3:14])=[CH:12][CH:13]=1)[C:2]1[CH:12]=[CH:13][CH:8]=[CH:9][CH:10]=1 |f:1.2.3,4.5|. Procedure details: p-Methylphenyl 2,3,4-Tri-O-acetyl-1-thio-β-L-fucopyranoside (ibid, Brukart, M. D. et al. 1997) (2.5 g, 6.31 mmol) was treated with NaOMe-MeOH. The product was further treated with 85% NaH (463 g, 22.7 mmol) and BnBr (5.8 mL, 37.86 mmol) in DMF (25 mL). After reaction was finished, hexane (30 mL) and water (300 mL) were added into the vigorously stirred solution. The solid product was filtered, washed with water (2×5 mL) and hexane-AcOEt (15:1, 2×5 mL). The crude product was suspended in a hot (7... The reactants are ClC=1C=C(C(=O)NC2=NC=CC(=C2)Cl)C=CC1 (3-Chloro-N-(4-chloropyridin-2-yl)benzamide), OC=1C=NC=CC1 (3-hydroxypyridine), C(=O)([O-])[O-].[Cs+].[Cs+] (Cs2CO3), Cl.CN(CC(=O)O)C (N,N-dimethylglycine hydrochloride). The reagents and catalysts are [Cu]I (CuI). Solvent: O1CCOCC1 (1,4-dioxane). Conditions: temperature 90 celsius. Yields the product ClC=1C=C(C(=O)NC2=NC=CC(=C2)OC=2C=NC=CC2)C=CC1 (3-Chloro-N-(4-(pyridin-3-yloxy)pyridin-2-yl)benzamide). The yield is 38.8%. As a reaction SMILES: [Cl:1][C:2]1[CH:3]=[C:4]([CH:15]=[CH:16][CH:17]=1)[C:5]([NH:7][C:8]1[CH:13]=[C:12](Cl)[CH:11]=[CH:10][N:9]=1)=[O:6].[OH:18][C:19]1[CH:20]=[N:21][CH:22]=[CH:23][CH:24]=1.C([O-])([O-])=O.[Cs+].[Cs+].Cl.CN(C)CC(O)=O>O1CCOCC1.[Cu]I>[Cl:1][C:2]1[CH:3]=[C:4]([CH:15]=[CH:16][CH:17]=1)[C:5]([NH:7][C:8]1[CH:13]=[C:12]([O:18][C:19]2[CH:20]=[N:21][CH:22]=[CH:23][CH:24]=2)[CH:11]=[CH:10][N:9]=1)=[O:6] |f:2.3.4,5.6|. Reported procedure: Compound 1 (50 mg, 0.19 mmol, 1.0 eq), 3-hydroxypyridine (26.7 mg, 0.281 mmol, 1.50 eq), CuI (3.7 mg, 0.019 mmol, 0.10 eq), Cs2CO3 (122 mg, 0.374 mmol, 2.00 eq) and N,N-dimethylglycine hydrochloride (7.8 mg, 0.056 mmol, 0.30 eq) were dissolved in 1,4-dioxane (1 mL) in a flame-dried sealed tube and heated overnight at 90° C. The reaction was cooled to rt, plugged through celite and concentrated. Purification by flash chromatography on silica gel afforded 24 mg (40%) of the title compound as a pal... Reactants: C, Cc1c(C=O)ccc2c1OCCO2, [Na+], [Na+], [Na+], C1CCOC1, [OH-], [Pd], O=S([O-])[O-]. The product is Cc1c(C(=O)O)ccc2c1OCCO2. As a reaction SMILES: [C:27].[CH3:1][c:2]1[c:3]([CH:12]=[O:13])[cH:4][cH:5][c:6]2[c:11]1[O:10][CH2:9][CH2:8][O:7]2.[Na+:15].[Na+:20].[Na+:21].[O:22]1[CH2:23][CH2:24][CH2:25][CH2:26]1.[OH-:14].[Pd:28].[S:16](=[O:17])([O-:18])[O-:19]>>[CH3:1][c:2]1[c:3]([C:12](=[O:13])[OH:17])[cH:4][cH:5][c:6]2[c:11]1[O:10][CH2:9][CH2:8][O:7]2. Reactants: Nc1cc(Br)cc(-n2cccn2)c1, O=C(N=C=S)c1ccccc1, CC(C)=O. Product: O=C(NC(=S)Nc1cc(Br)cc(-n2cccn2)c1)c1ccccc1. Reaction SMILES: [Br:1][c:2]1[cH:3][c:4]([NH2:13])[cH:5][c:6](-[n:8]2[n:9][cH:10][cH:11][cH:12]2)[cH:7]1.[C:14]([c:15]1[cH:16][cH:17][cH:18][cH:19][cH:20]1)(=[O:21])[N:22]=[C:23]=[S:24].[CH3:25][C:26](=[O:27])[CH3:28]>>[Br:1][c:2]1[cH:3][c:4]([NH:13][C:23]([NH:22][C:14]([c:15]2[cH:16][cH:17][cH:18][cH:19][cH:20]2)=[O:21])=[S:24])[cH:5][c:6](-[n:8]2[n:9][cH:10][cH:11][cH:12]2)[cH:7]1. Starting materials: O1[C@H]2[C@@H]3CCCC[C@@H]3[C@@H]1[C@H]1C(O[C@@H]([C@@H]12)C)=O ((3R,3aR,4S,4aR,8aS,9R,9aS)-4,9-epoxy-3-methyl-decahydronaphtho[2,3-c]furan-1(3H)-one), C[Si](C)(C)[N-][Si](C)(C)C.[Li+].O1CCCC1 (lithium bis(trimethylsilyl)amide tetrahydrofuran). Yields the product O[C@H]1[C@@H]2CCCC[C@H]2C=C2C(O[C@@H]([C@H]21)C)=O ((3R,3aR,4S,4aR,8aS)-4-hydroxy-3-methyl-3a,4,4a,5,6,7,8,8a-octahydronaphtho[2,3-c]furan-1(3H)-one). The yield is 101.5%. RXN SMILES: [O:1]1[C@H:9]2[C@@H:10]3[C@@H:14]([C@@H:2]1[C@H:3]1[C@@H:8]2[CH2:7][CH2:6][CH2:5][CH2:4]1)[C@@H:13]([CH3:15])[O:12][C:11]3=[O:16].C[Si]([N-][Si](C)(C)C)(C)C.[Li+].O1CCCC1>>[OH:1][C@@H:2]1[C@H:14]2[C:10]([C:11](=[O:16])[O:12][C@@H:13]2[CH3:15])=[CH:9][C@H:8]2[C@H:3]1[CH2:4][CH2:5][CH2:6][CH2:7]2 |f:1.2.3|. Procedure: Similarly to Example 3, 1.35 g(6.07 mmol) of (3R,3aR,4S,4aR,8aS,9R,9aS)-4,9-epoxy-3-methyl-decahydronaphtho[2,3-c]furan-1(3H)-one were reacted with 27.6 mg(5 equivalents) of lithium bis(trimethylsilyl)amide-tetrahydrofuran solution(1.1M) to obtain 1.37 g of (3R,3aR,4S,4aR,8aS)-4-hydroxy-3-methyl-3a,4,4a,5,6,7,8,8a-octahydronaphtho[2,3-c]furan-1(3H)-one and then reacted with 4.54 ml(5 equivalents) of 1,8-diazabicyclo[5.4.0]undec-7-ene to obtain 1.05 g of (3R,3aR,4S,4aR,9aR)-4-hydroxy-3-methyl-3a,... Reactants: O=C(CC(=O)OCc1ccccc1)OCc1ccccc1, C1CCOC1, CCOC(C)=O, O=[N+]([O-])c1ccc(Cl)nc1, Cl, [H-], [H][H], [Na+]. Product: O=C(OCc1ccccc1)C(C(=O)OCc1ccccc1)c1ccc([N+](=O)[O-])cn1. As a reaction SMILES: [C:1]([CH2:2][C:3](=[O:4])[O:5][CH2:6][c:7]1[cH:8][cH:9][cH:10][cH:11][cH:12]1)(=[O:13])[O:14][CH2:15][c:16]1[cH:17][cH:18][cH:19][cH:20][cH:21]1.[CH2:37]1[O:38][CH2:39][CH2:40][CH2:41]1.[CH3:42][CH2:43][O:44][C:45](=[O:46])[CH3:47].[Cl:26][c:27]1[n:28][cH:29][c:30]([N+:33](=[O:34])[O-:35])[cH:31][cH:32]1.[ClH:36].[H-:22].[H:24][H:25].[Na+:23]>>[C:1]([CH:2]([C:3](=[O:4])[O:5][CH2:6][c:7]1[cH:8][cH:9][cH:10][cH:11][cH:12]1)[c:27]1[n:28][cH:29][c:30]([N+:33](=[O:34])[O-:35])[cH:31][cH:32]1)(=[O:13])[O:14][CH2:15][c:16]1[cH:17][cH:18][cH:19][cH:20][cH:21]1. The reactants are O=C(OOC(=O)c1ccccc1)c1ccccc1, Cc1nc2ccccc2o1, ClC(Cl)(Cl)Cl, O=C1CCC(=O)N1Br. Yields the product BrCc1nc2ccccc2o1. Reaction SMILES: [C:19]([O:20][O:21][C:22](=[O:23])[c:24]1[cH:25][cH:26][cH:27][cH:28][cH:29]1)(=[O:30])[c:31]1[cH:32][cH:33][cH:34][cH:35][cH:36]1.[CH3:1][c:2]1[o:3][c:4]2[c:5]([n:6]1)[cH:7][cH:8][cH:9][cH:10]2.[Cl:37][C:38]([Cl:39])([Cl:40])[Cl:41].[O:11]=[C:12]1[N:13]([Br:18])[C:14](=[O:15])[CH2:16][CH2:17]1>>[CH2:1]([c:2]1[o:3][c:4]2[c:5]([n:6]1)[cH:7][cH:8][cH:9][cH:10]2)[Br:18].